From a dataset of the Open Reaction Database (ORD), a public repository of structured organic reaction records. describe an organic reaction: reactants, conditions, products, and yield The reactants are FC1=C(C=O)C=CC(=C1)C1=NC=CC=N1 (2-Fluoro-4-(2-pyrimidinyl)benzaldehyde), N1(N=CC=C1)C1=CC=C(C=O)C=C1 (4-(1H-pyrazol-1-yl)-benzaldehyde). The product is FC1=C(C=CC(=C1)C1=NC=CC=N1)/C=C/C=O ((2E)-3-[2-Fluoro-4-(2-pyrimidinyl)phenyl]-2-propenal). Reaction SMILES: [F:1][C:2]1[CH:9]=[C:8]([C:10]2[N:15]=[CH:14][CH:13]=[CH:12][N:11]=2)[CH:7]=[CH:6][C:3]=1[CH:4]=O.N1(C2C=C[C:24]([CH:25]=[O:26])=CC=2)C=CC=N1>>[F:1][C:2]1[CH:9]=[C:8]([C:10]2[N:15]=[CH:14][CH:13]=[CH:12][N:11]=2)[CH:7]=[CH:6][C:3]=1/[CH:4]=[CH:24]/[CH:25]=[O:26]. Reported procedure: The title compound was prepared by a procedure analogous to Reference Example 30 by substituting 2-fluoro-4-(2-pyrimidinyl)benzaldehyde (prepared as described in Reference Example 15) for the 4-(1H-pyrazol-1-yl)-benzaldehyde of Reference Example 30. MS 229 (M+H)+.